This data is from the Open Reaction Database (ORD), a public repository of structured organic reaction records. The task is: describe an organic reaction: reactants, conditions, products, and yield The reactants are FC=1C=C(C=O)C=CC1 (3-fluorobenzaldehyde), C(CO)O (ethylene glycol). The reagents and catalysts are C1(=CC=C(C=C1)S(=O)(=O)O)C (p-toluenesulfonic acid). The solvent is C1(=CC=CC=C1)C (toluene). Run at temperature 80 celsius, time 3 hour. Product: FC=1C=C(C=CC1)C1OCCO1 (2-(3-fluorophenyl)- 1,3-dioxolane). The yield is 83.5%. As a reaction SMILES: [F:1][C:2]1[CH:3]=[C:4]([CH:7]=[CH:8][CH:9]=1)[CH:5]=[O:6].[CH2:10](O)[CH2:11][OH:12]>C1(C)C=CC=CC=1.C1(C)C=CC(S(O)(=O)=O)=CC=1>[F:1][C:2]1[CH:3]=[C:4]([CH:5]2[O:12][CH2:11][CH2:10][O:6]2)[CH:7]=[CH:8][CH:9]=1. Procedure: A solution of 3-fluorobenzaldehyde (3.0 g, 24.2 mmol) in toluene (100 ml) was treated with ethylene glycol (1.8 g, 29.0 mmol) and p-toluenesulfonic acid (0.05 g, 0.24 mmol). The resulting solution was stirred at 80° C. for 3 hours. The reaction solution was partitioned between ethyl acetate and water. The organic layer was washed (brine), dried (Na2SO4), filtered, and concentrated under vacuum. The residue was purified on silica gel using 10% ethyl acetate/hexane to provide the title compound (3... Starting materials: C(C)(C)N(CC)C(C)C (diisopropylethylamine), C(C)(C)(C)C1=CC=C(C=C1)NC=1C2=C(N=C(N1)CN1CCOCC1)CNCC2 (N-(4-tert-butylphenyl)-5,6,7,8-tetrahydro-2-(morpholinomethyl)pyrido[3,4-d]pyrimidin-4-amine), ClC1=NC=CC=C1Cl (2,3-dichloropyridine). Solvent: O1CCOCC1 (dioxane), C(C)N(C(C)=O)CC (N,N-diethylacetamide). Reaction conditions: temperature 180 celsius. The product is C(C)(C)(C)C1=CC=C(C=C1)NC=1C2=C(N=C(N1)CN1CCOCC1)CN(CC2)C2=NC=CC=C2Cl (N-(4-tert-Butylphenyl)-7-(3-chloropyridin-2-yl)-5,6,7,8-tetrahydro-2-(morpholinomethyl)pyrido[3,4-d]pyrimidin-4-amine). Yield: 30.4%. Reaction SMILES: C(N(C(C)C)CC)(C)C.[C:10]([C:14]1[CH:19]=[CH:18][C:17]([NH:20][C:21]2[C:22]3[CH2:37][CH2:36][NH:35][CH2:34][C:23]=3[N:24]=[C:25]([CH2:27][N:28]3[CH2:33][CH2:32][O:31][CH2:30][CH2:29]3)[N:26]=2)=[CH:16][CH:15]=1)([CH3:13])([CH3:12])[CH3:11].Cl[C:39]1[C:44]([Cl:45])=[CH:43][CH:42]=[CH:41][N:40]=1>O1CCOCC1.C(N(CC)C(=O)C)C>[C:10]([C:14]1[CH:19]=[CH:18][C:17]([NH:20][C:21]2[C:22]3[CH2:37][CH2:36][N:35]([C:39]4[C:44]([Cl:45])=[CH:43][CH:42]=[CH:41][N:40]=4)[CH2:34][C:23]=3[N:24]=[C:25]([CH2:27][N:28]3[CH2:29][CH2:30][O:31][CH2:32][CH2:33]3)[N:26]=2)=[CH:16][CH:15]=1)([CH3:13])([CH3:11])[CH3:12]. Procedure details: A mixture of diisopropylethylamine (35 mg, 0.27 mmol), N-(4-tert-butylphenyl)-5,6,7,8-tetrahydro-2-(morpholinomethyl)pyrido[3,4-d]pyrimidin-4-amine (70 mg, 0.18 mmol) and 2,3-dichloropyridine (54 mg, 0.36 mmol) in dioxane (2 mL) and N,N-diethylacetamide (0.2 mL) was heated via microwave in a sealed tube at 180° C. for 10 hr. Solvent was removed in vacuo and residue was purified by column chromatography, product was obtained as a light yellow foam (27 mg). Reactants: C(#N)C1=C(C=C(OC(C(=O)O)CCC)C=C1)C(F)(F)F (2-(4-cyano-3-trifluoromethyl-phenoxy)-pentanoic acid), ON1N=NC2=C1C=CC=C2.C=1C=CC2=C(C1)N=NN2O (1-Hydroxy-benzotriazole HOBT), CN(CCCN=C=NCC)C.CCN=C=NCCCN(C)C.Cl ((3-(dimethylamino)propyl)ethylcarbodiimide EDCl), CN1CCOCC1 (N-methyl morpholine), Cl.COC1=CC=C2NC=C(CCN)C2=C1 (5-methoxytryptamine hydrochloride). The solvent is CN(C)C=O (DMF). Run at time 18 hour. Product: COC=1C=C2C(=CNC2=CC1)CCNC(C(CCC)OC1=CC(=C(C=C1)C#N)C(F)(F)F)=O (2-(4-Cyano-3-trifluoromethyl-phenoxy)-pentanoic acid [2-(5-methoxy-1H-indol-3-yl)-ethyl]-amide). As a reaction SMILES: [C:1]([C:3]1[CH:16]=[CH:15][C:6]([O:7][CH:8]([CH2:12][CH2:13][CH3:14])[C:9]([OH:11])=O)=[CH:5][C:4]=1[C:17]([F:20])([F:19])[F:18])#[N:2].ON1C2C=CC=CC=2N=N1.C1C=CC2N(O)N=NC=2C=1.CN(C)CCCN=C=NCC.CCN=C=NCCCN(C)C.Cl.CN1CCOCC1.Cl.[CH3:72][O:73][C:74]1[CH:85]=[C:84]2[C:77]([NH:78][CH:79]=[C:80]2[CH2:81][CH2:82][NH2:83])=[CH:76][CH:75]=1>CN(C=O)C>[CH3:72][O:73][C:74]1[CH:85]=[C:84]2[C:77](=[CH:76][CH:75]=1)[NH:78][CH:79]=[C:80]2[CH2:81][CH2:82][NH:83][C:9](=[O:11])[CH:8]([O:7][C:6]1[CH:15]=[CH:16][C:3]([C:1]#[N:2])=[C:4]([C:17]([F:20])([F:19])[F:18])[CH:5]=1)[CH2:12][CH2:13][CH3:14] |f:1.2,3.4.5,7.8|. Reported procedure: The compound was prepared in the following manner. To 0.25 gm (0.87 mmol) of 2-(4-cyano-3-trifluoromethyl-phenoxy)-pentanoic acid in dimethylformamdie “DMF” (15 mL) were added 0.14 gm (1.09 mmol) of 1-Hydroxy-benzotriazole HOBT, 0.2 gm (1.09 mmol) of (3-(dimethylamino)propyl)ethylcarbodiimide EDCl, 0.23 gm (2.39 mmol) N-methyl morpholine, and approximately 246 mg of 5-methoxytryptamine hydrochloride (1.09 mmol). The resultant mixtures were stirred at room temperature for approximately 18 hours. ... Starting materials: CC(=O)OCC(CCl)OC1CCCCO1, [Na+], [OH-], O. Yields the product C1CCC(OC2COC2)OC1. As a reaction SMILES: [C:1](=[O:3])([O:4][CH2:5][CH:6]([CH2:7][Cl:2])[O:9][CH:10]1[O:11][CH2:12][CH2:13][CH2:14][CH2:15]1)[CH3:8].[Na+:17].[OH-:16].[OH2:18]>>[O:4]1[CH2:5][CH:6]([O:9][CH:10]2[O:11][CH2:12][CH2:13][CH2:14][CH2:15]2)[CH2:7]1. Reactants: C(C)OC(CC(=O)OCC)=O.[Na] (sodium malonic acid diethyl ester), [Na] (sodium), C(C)OC(CC(=O)OCC)=O (malonic acid diethyl ester), N1(CCCCC1)C1=C(C=CC=C1)C(C)C(C1=CC=C(CCl)C=C1)C(=O)N (4-[(1-(2-piperidinophenyl)-ethyl)-aminocarbonylmethyl]-benzyl chloride), [I-].[K+] (potassium iodide), alcohol, S(=O)(Cl)Cl (thionyl chloride). Solvent: C(C)O (ethanol), C(Cl)(Cl)Cl (chloroform). The product is C(C)OC(C(C(=O)OCC)CC1=CC=C(C=C1)C(C(=O)N)C(C)C1=C(C=CC=C1)N1CCCCC1)=O (4-[(1-(2-Piperidino-phenyl)-1-ethyl)-aminocarbonylmethyl]-benzyl malonic acid diethyl ester). RXN SMILES: [N:1]1([C:7]2[CH:12]=[CH:11][CH:10]=[CH:9][C:8]=2[CH:13]([CH:15]([C:24]([NH2:26])=[O:25])[C:16]2[CH:23]=[CH:22][C:19]([CH2:20]Cl)=[CH:18][CH:17]=2)[CH3:14])[CH2:6][CH2:5][CH2:4][CH2:3][CH2:2]1.S(Cl)(Cl)=O.[CH2:31]([O:33][C:34](=[O:41])[CH2:35][C:36]([O:38][CH2:39][CH3:40])=[O:37])[CH3:32].[Na].[Na].C(OC(=O)CC(OCC)=O)C.[I-].[K+]>C(Cl)(Cl)Cl.C(O)C>[CH2:31]([O:33][C:34](=[O:41])[CH:35]([CH2:20][C:19]1[CH:22]=[CH:23][C:16]([CH:15]([CH:13]([C:8]2[CH:9]=[CH:10][CH:11]=[CH:12][C:7]=2[N:1]2[CH2:6][CH2:5][CH2:4][CH2:3][CH2:2]2)[CH3:14])[C:24]([NH2:26])=[O:25])=[CH:17][CH:18]=1)[C:36]([O:38][CH2:39][CH3:40])=[O:37])[CH3:32] |f:2.3,6.7,^1:41,42|. Procedure details: A solution of 3.7 gm (10 m mol) of 4-[(1-(2-piperidinophenyl)-ethyl)-aminocarbonylmethyl]-benzyl chloride [m.p.: 123°-125° C.; prepared from the alcohol described in Example 25 by means of thionyl chloride in chloroform] in 35 ml of absolute ethanol was added dropwise to a solution of sodium malonic acid diethyl ester [prepared from 0.7 gm (30 m mol) of sodium in 25 ml of absolute ethanol and 4.8 gm (30 m mol) of malonic acid diethyl ester]. A catalytic amount of potassium iodide was added, and ... The reactants are BrC=1C(N(C=C(N1)Br)C=1C=C(C(=O)OC)C=CC1C)=O (3-(3,5-dibromo-2-oxo-2H-pyrazin-1-yl)-4-methyl-benzoic acid, methyl ester), CC(N)(C1=CC=CC=C1)C (α,α-dimethyl-benzenemethanamine), C(=O)[O-].[NH4+] (ammonium formate), Cl.CON (O-methylhydroxylamine hydrochloride), C1(CCCC1)[Mg]Br (cyclopentylmagnesium bromide). Reagents/catalysts: [Pd] (palladium on carbon). The solvent is C(C)O (ethanol), O1CCCC1 (tetrahydrofuran), C(C)N(CC)CC (triethylamine). Run at temperature 120 celsius, time 30 minute. The product is CONC(C1=CC(=C(C=C1)C)N1C(C(=NC=C1)NC(C)(C1=CC=CC=C1)C)=O)=O (N-Methoxy-4-methyl-3-[3-[(1-methyl-1-phenylethyl)amino]-2-oxo-1(2H)-pyrazinyl]-benzamide). Isolated yield 41.0%. As a reaction SMILES: Br[C:2]1[C:3](=[O:20])[N:4]([C:9]2[CH:10]=[C:11]([CH:16]=[CH:17][C:18]=2[CH3:19])[C:12]([O:14]C)=O)[CH:5]=[C:6](Br)[N:7]=1.[CH3:21][C:22]([CH3:30])([C:24]1[CH:29]=[CH:28][CH:27]=[CH:26][CH:25]=1)[NH2:23].Cl.[CH3:32][O:33][NH2:34].C1([Mg]Br)CCCC1.C([O-])=O.[NH4+]>O1CCCC1.[Pd].C(O)C.C(N(CC)CC)C>[CH3:32][O:33][NH:34][C:12](=[O:14])[C:11]1[CH:16]=[CH:17][C:18]([CH3:19])=[C:9]([N:4]2[CH:5]=[CH:6][N:7]=[C:2]([NH:23][C:22]([CH3:30])([C:24]3[CH:29]=[CH:28][CH:27]=[CH:26][CH:25]=3)[CH3:21])[C:3]2=[O:20])[CH:10]=1 |f:2.3,5.6|. Procedure details: To a stirred solution of 3-(3,5-dibromo-2-oxo-2H-pyrazin-1-yl)-4-methyl-benzoic acid, methyl ester (Example 1b, 0.1 g) in tetrahydrofuran (1 mL) within a microwave vial was added triethylamine (38 μL) and α,α-dimethyl-benzenemethanamine (74 mg). The reaction was heated within a microwave for 120 minutes at 120° C. before being cooled to room temperature and the addition of O-methylhydroxylamine hydrochloride (83 mg) and cyclopentylmagnesium bromide (2M in diethyl ether, 2 mL) added dropwise. Aft... Reactants: C1(CCCCC1)C=1C=2C=CC(=CC2N2C1C1=C(C=C(C2)C(=O)N2C[C@H](N[C@H](C2)C)C)C=C(C=C1)OC)C(=O)NS(=O)(=O)N(C)C (13-cyclohexyl-N-[(dimethylamino)sulfonyl]-6-[(cis-3,5-dimethyl-1-piperazinyl)carbonyl]-3-methoxy-7H-indolo[2,1-a][2]benzazepine-10-carboxamide), C=O (paraformaldehyde), C(#N)[BH3-].[Na+] (sodium cyanoborohydride). Reagents/catalysts: [Cl-].[Zn+2].[Cl-] (zinc chloride). The solvent is CO (MeOH). Reaction conditions: temperature 60 celsius. The product is C1(CCCCC1)C=1C=2C=CC(=CC2N2C1C1=C(C=C(C2)C(=O)N2C[C@H](N([C@H](C2)C)C)C)C=C(C=C1)OC)C(=O)NS(=O)(=O)N(C)C (13-cyclohexyl-N-[(dimethylamino)sulfonyl]-6-[(cis-3,5-dimethyl-4-methyl-1-piperazinyl)carbonyl]-3-methoxy-7H-indolo[2,1-a][2]benzazepine-10-carboxamide). Isolated yield 81.9%. RXN SMILES: [CH:1]1([C:7]2[C:8]3[CH:9]=[CH:10][C:11]([C:37]([NH:39][S:40]([N:43]([CH3:45])[CH3:44])(=[O:42])=[O:41])=[O:38])=[CH:12][C:13]=3[N:14]3[CH2:20][C:19]([C:21]([N:23]4[CH2:28][C@H:27]([CH3:29])[NH:26][C@H:25]([CH3:30])[CH2:24]4)=[O:22])=[CH:18][C:17]4[CH:31]=[C:32]([O:35][CH3:36])[CH:33]=[CH:34][C:16]=4[C:15]=23)[CH2:6][CH2:5][CH2:4][CH2:3][CH2:2]1.C=O.[C:48]([BH3-])#N.[Na+]>CO.[Cl-].[Zn+2].[Cl-]>[CH:1]1([C:7]2[C:8]3[CH:9]=[CH:10][C:11]([C:37]([NH:39][S:40]([N:43]([CH3:44])[CH3:45])(=[O:41])=[O:42])=[O:38])=[CH:12][C:13]=3[N:14]3[CH2:20][C:19]([C:21]([N:23]4[CH2:24][C@H:25]([CH3:30])[N:26]([CH3:48])[C@H:27]([CH3:29])[CH2:28]4)=[O:22])=[CH:18][C:17]4[CH:31]=[C:32]([O:35][CH3:36])[CH:33]=[CH:34][C:16]=4[C:15]=23)[CH2:2][CH2:3][CH2:4][CH2:5][CH2:6]1 |f:2.3,5.6.7|. Procedure details: A mixture of 13-cyclohexyl-N-[(dimethylamino)sulfonyl]-6-[(cis-3,5-dimethyl-1-piperazinyl)carbonyl]-3-methoxy-7H-indolo[2,1-a][2]benzazepine-10-carboxamide (42 mg, 0.066 mmol), zinc chloride (27.4 mg, 0.20 mmol), paraformaldehyde (6.0 mg, 0.20 mmol), and sodium cyanoborohydride (12.7 mg, 0.20 mmol) in MeOH was heated at 60° C. for 2 hrs. The mixture was quenched with 0.5 mL of NaOH (1N). The solution was extracted with ethyl acetate and the extract washed with dilute sodium bicarbonate (2×), bri...